This data is from the Open Reaction Database (ORD), a public repository of structured organic reaction records. The task is: describe an organic reaction: reactants, conditions, products, and yield Starting materials: CCOc1cc(C(C)(C)C)ncc1C1=NC(C)(c2ccc(Cl)cc2)C(C)(c2ccc(Cl)cc2)N1C(=O)N1CCC(CC(=O)O)CC1, CC(C)N1CCNCC1. Yields the product CCOc1cc(C(C)(C)C)ncc1C1=NC(C)(c2ccc(Cl)cc2)C(C)(c2ccc(Cl)cc2)N1C(=O)N1CCC(CC(=O)N2CCN(C(C)C)CC2)CC1. Reaction SMILES: [C:1]([CH3:2])([CH3:3])([CH3:4])[c:5]1[cH:6][c:7]([O:44][CH2:45][CH3:46])[c:8]([C:11]2=[N:15][C:14]([CH3:16])([c:17]3[cH:18][cH:19][c:20]([Cl:23])[cH:21][cH:22]3)[C:13]([CH3:24])([c:25]3[cH:26][cH:27][c:28]([Cl:31])[cH:29][cH:30]3)[N:12]2[C:32](=[O:33])[N:34]2[CH2:35][CH2:36][CH:37]([CH2:40][C:41](=[O:42])[OH:43])[CH2:38][CH2:39]2)[cH:9][n:10]1.[CH:47]([CH3:48])([CH3:49])[N:50]1[CH2:51][CH2:52][NH:53][CH2:54][CH2:55]1>>[C:1]([CH3:2])([CH3:3])([CH3:4])[c:5]1[cH:6][c:7]([O:44][CH2:45][CH3:46])[c:8]([C:11]2=[N:15][C:14]([CH3:16])([c:17]3[cH:18][cH:19][c:20]([Cl:23])[cH:21][cH:22]3)[C:13]([CH3:24])([c:25]3[cH:26][cH:27][c:28]([Cl:31])[cH:29][cH:30]3)[N:12]2[C:32](=[O:33])[N:34]2[CH2:35][CH2:36][CH:37]([CH2:40][C:41](=[O:42])[N:53]3[CH2:52][CH2:51][N:50]([CH:47]([CH3:48])[CH3:49])[CH2:55][CH2:54]3)[CH2:38][CH2:39]2)[cH:9][n:10]1. Product: C1CN(CCN1CCO)CCS(=O)(=O)O.[OH-].[Na+] (HEPES NaOH). RXN SMILES: [CH2:1]1[N:6]([CH2:7][CH2:8][OH:9])[CH2:5][CH2:4][N:3]([CH2:10][CH2:11][S:12]([OH:15])(=[O:14])=[O:13])[CH2:2]1.[OH-:16].[Na+:17]>>[CH2:5]1[N:6]([CH2:7][CH2:8][OH:9])[CH2:1][CH2:2][N:3]([CH2:10][CH2:11][S:12]([OH:15])(=[O:14])=[O:13])[CH2:4]1.[OH-:16].[Na+:17] |f:1.2,3.4.5|. Procedure details: A 1 M HEPES stock solution is adjusted to pH 7.5 with 50% NaOH. A 10-fold dilution of this stock solution is used in the final crystallization solution formulations, if required. Starting materials: C1CN(CCN1CCO)CCS(=O)(=O)O (HEPES), [OH-].[Na+] (NaOH). Reactants: ClC(Cl)Cl, CCOC(=O)Cl, [Na+], [OH-], c1ccc(-c2cc(CCC3CCNCC3)c3ccccc3n2)cc1. Yields the product CCOC(=O)N1CCC(CCc2cc(-c3ccccc3)nc3ccccc23)CC1. As a reaction SMILES: [CH:33]([Cl:34])([Cl:35])[Cl:36].[Cl:27][C:28](=[O:29])[O:30][CH2:31][CH3:32].[Na+:26].[OH-:25].[c:1]1(-[c:7]2[n:8][c:9]3[cH:10][cH:11][cH:12][cH:13][c:14]3[c:15]([CH2:17][CH2:18][CH:19]3[CH2:20][CH2:21][NH:22][CH2:23][CH2:24]3)[cH:16]2)[cH:2][cH:3][cH:4][cH:5][cH:6]1>>[c:1]1(-[c:7]2[n:8][c:9]3[cH:10][cH:11][cH:12][cH:13][c:14]3[c:15]([CH2:17][CH2:18][CH:19]3[CH2:20][CH2:21][N:22]([C:28](=[O:29])[O:30][CH2:31][CH3:32])[CH2:23][CH2:24]3)[cH:16]2)[cH:2][cH:3][cH:4][cH:5][cH:6]1. Starting materials: O (water), [Cl-].COC[P+](C1=CC=CC=C1)(C1=CC=CC=C1)C1=CC=CC=C1 (methoxymethyltriphenylphosphonium chloride), C(C)(C)[N-]C(C)C.[Li+] (lithium diisopropylamide), C(=O)C=1C=C(NC1)C(=O)OC (methyl 4-formylpyrrole-2-carboxylate). Solvent: O1CCCC1 (tetrahydrofuran), O1CCCC1 (tetrahydrofuran), O1CCCC1 (tetrahydrofuran). Run at time 1 hour. The product is COC=CC=1C=C(NC1)C(=O)OC (methyl 4-methoxyvinylpyrrole-2-carboxylate). The yield is 50.0%. Reaction SMILES: [Cl-].[CH3:2][O:3][CH2:4][P+](C1C=CC=CC=1)(C1C=CC=CC=1)C1C=CC=CC=1.C([N-]C(C)C)(C)C.[Li+].[CH:32]([C:34]1[CH:35]=[C:36]([C:39]([O:41][CH3:42])=[O:40])[NH:37][CH:38]=1)=O.O>O1CCCC1>[CH3:2][O:3][CH:4]=[CH:32][C:34]1[CH:35]=[C:36]([C:39]([O:41][CH3:42])=[O:40])[NH:37][CH:38]=1 |f:0.1,2.3|. Reported procedure: Into a solution of 200 g (0.58 mol) of methoxymethyltriphenylphosphonium chloride in 1.5 liter of tetrahydrofuran, was added dropwise 220 ml of a tetrahydrofuran solution (2.01 mol concentration) containing 0.44 mol of lithium diisopropylamide under stirring and cooling with ice. After one-hour stirring at room temperature, 400 ml of a tetrahydrofuran solution of 57.6 g (0.38 mol) of methyl 4-formylpyrrole-2-carboxylate was added to the mixture at 5° to 8° C. under cooling with ice. The reaction...